This data is from the Open Reaction Database (ORD), a public repository of structured organic reaction records. The task is: describe an organic reaction: reactants, conditions, products, and yield Starting materials: COc1ccccc1C(=O)Nc1cc(-c2ccccc2)ccc1C(=O)OC(C)(C)C, O=C(O)C(F)(F)F. Product: COc1ccccc1C(=O)Nc1cc(-c2ccccc2)ccc1C(=O)O. Reaction SMILES: [CH3:1][O:2][c:3]1[c:4]([C:5](=[O:6])[NH:7][c:8]2[c:9]([C:10](=[O:11])[O:12][C:13]([CH3:14])([CH3:15])[CH3:16])[cH:17][cH:18][c:19](-[c:21]3[cH:22][cH:23][cH:24][cH:25][cH:26]3)[cH:20]2)[cH:27][cH:28][cH:29][cH:30]1.[OH:31][C:32]([C:33]([F:34])([F:35])[F:36])=[O:37]>>[CH3:1][O:2][c:3]1[c:4]([C:5](=[O:6])[NH:7][c:8]2[c:9]([C:10](=[O:11])[OH:12])[cH:17][cH:18][c:19](-[c:21]3[cH:22][cH:23][cH:24][cH:25][cH:26]3)[cH:20]2)[cH:27][cH:28][cH:29][cH:30]1. Starting materials: 3, C([O-])([O-])=O.[K+].[K+] (potassium carbonate), C(C)(=O)OCCCCC (amyl acetate), OC1=CC=C(C(=O)OC)C=C1 (methyl 4-hydroxybenzoate), Cl.ClCCN1CCCCC1 (β-chloroethylpiperidine hydrochloride). Run in O (water). Product: Cl.N1(CCCCC1)CCOC1=CC=C(C(=O)O)C=C1 (4-(2-piperidinoethoxy)benzoic acid hydrochloride). RXN SMILES: [OH:1][C:2]1[CH:11]=[CH:10][C:5]([C:6]([O:8]C)=[O:7])=[CH:4][CH:3]=1.Cl.[Cl:13][CH2:14][CH2:15][N:16]1[CH2:21][CH2:20][CH2:19][CH2:18][CH2:17]1.C(=O)([O-])[O-].[K+].[K+].C(OCCCCC)(=O)C>O>[ClH:13].[N:16]1([CH2:15][CH2:14][O:1][C:2]2[CH:11]=[CH:10][C:5]([C:6]([OH:8])=[O:7])=[CH:4][CH:3]=2)[CH2:21][CH2:20][CH2:19][CH2:18][CH2:17]1 |f:1.2,3.4.5,8.9|. Reported procedure: To a 125 mL 3 neck flask with mechanical stirring, condenser, and a heating apparatus consisting of an RTD probe hooked via a temperature controller to a heating mantle, the following were added: 7.61 g methyl 4-hydroxybenzoate, 11.05 g β-chloroethylpiperidine hydrochloride, 16.59 g powdered potassium carbonate, and 60 mL amyl acetate. The mixture was heated in an oil bath under nitrogen to 115° C.-120° C. for 4 hour. HPLC indicated that the reaction was complete. The mixture was then cooled to ... Procedure: A stirred mixture of 4-(3-chloro-4-fluoroanilino)-7-chloro-6-nitro-3-quinolinecarbonitrile (1.88 g, 5.0 mmol), N-methylpiperazine (5 ml, 45 mmol), and 10 ml of toluene was refluxed for 45 m, evaporated to remove volatile matter, and stirred in water with potassium carbonate (2.75 g). The resulting solid was filtered, washed with water, and dried to give 2.26 g. An acetone solution was passed onto a pad of silica gel; elution with 50:2:1 acetone-MeOH-TEA and evaporation gave a red solid, mp 240-2... Reactants: ClC=1C=C(NC2=C(C=NC3=CC(=C(C=C23)[N+](=O)[O-])Cl)C#N)C=CC1F (4-(3-chloro-4-fluoroanilino)-7-chloro-6-nitro-3-quinolinecarbonitrile), CN1CCNCC1 (N-methylpiperazine), C1(=CC=CC=C1)C (toluene). The product is ClC=1C=C(NC2=C(C=NC3=CC(=C(C=C23)[N+](=O)[O-])N2CCN(CC2)C)C#N)C=CC1F (4-(3-Chloro-4-fluoroanilino)-7-(4-methyl-1-piperazinyl)-6-nitro-3-quinolinecarbonitrile). The solvent is CC(=O)C (acetone). As a reaction SMILES: [Cl:1][C:2]1[CH:3]=[C:4]([CH:22]=[CH:23][C:24]=1[F:25])[NH:5][C:6]1[C:15]2[C:10](=[CH:11][C:12](Cl)=[C:13]([N+:16]([O-:18])=[O:17])[CH:14]=2)[N:9]=[CH:8][C:7]=1[C:20]#[N:21].[CH3:26][N:27]1[CH2:32][CH2:31][NH:30][CH2:29][CH2:28]1.C1(C)C=CC=CC=1>CC(C)=O>[Cl:1][C:2]1[CH:3]=[C:4]([CH:22]=[CH:23][C:24]=1[F:25])[NH:5][C:6]1[C:15]2[C:10](=[CH:11][C:12]([N:30]3[CH2:31][CH2:32][N:27]([CH3:26])[CH2:28][CH2:29]3)=[C:13]([N+:16]([O-:18])=[O:17])[CH:14]=2)[N:9]=[CH:8][C:7]=1[C:20]#[N:21]. Starting materials: CC1=C(C=CC=C1)[Mg]Br ((2-methylphenyl)magnesium bromide), BrC1=CC=C(C=C1)I (1-bromo-4-iodobenzene). The reagents and catalysts are [Cl-].[Zn+2].[Cl-] (zinc chloride), C=1C=CC(=CC1)[P](C=2C=CC=CC2)(C=3C=CC=CC3)[Pd]([P](C=4C=CC=CC4)(C=5C=CC=CC5)C=6C=CC=CC6)([P](C=7C=CC=CC7)(C=8C=CC=CC8)C=9C=CC=CC9)[P](C=1C=CC=CC1)(C=1C=CC=CC1)C=1C=CC=CC1 (tetrakis(triphenylphosphine)palladium). Solvent: C1CCOC1 (THF), C1CCOC1 (THF). Reaction conditions: temperature -20 celsius, time 1 hour. Product: BrC1=CC=C(C=C1)C1=C(C=CC=C1)C (4-Bromo-2'-methyl-1,1'-biphenyl). Isolated yield 81.5%. Reaction SMILES: [CH3:1][C:2]1[CH:7]=[CH:6][CH:5]=[CH:4][C:3]=1[Mg]Br.[Br:10][C:11]1[CH:16]=[CH:15][C:14](I)=[CH:13][CH:12]=1>C1COCC1.[Cl-].[Zn+2].[Cl-].C1C=CC([P]([Pd]([P](C2C=CC=CC=2)(C2C=CC=CC=2)C2C=CC=CC=2)([P](C2C=CC=CC=2)(C2C=CC=CC=2)C2C=CC=CC=2)[P](C2C=CC=CC=2)(C2C=CC=CC=2)C2C=CC=CC=2)(C2C=CC=CC=2)C2C=CC=CC=2)=CC=1>[Br:10][C:11]1[CH:16]=[CH:15][C:14]([C:3]2[CH:4]=[CH:5][CH:6]=[CH:7][C:2]=2[CH3:1])=[CH:13][CH:12]=1 |f:3.4.5,^1:29,31,50,69|. Reported procedure: A stirred solution of 21.0 mL of (2-methylphenyl)magnesium bromide (42.0 mmol, 2.0M in diethyl ether) was evaporated in situ at room temperature. The syrupy residue was redissolved in 50 mL of THF and cooled to -20° C. under argon. To this solution was added a solution of 6.84 g (50.0 mmol) of thricefused zinc chloride. The resulting thick white slurry was warmed to room temperature and stirred for 1 hour. After cooling to -78° C., a solution of 11.32 g (40.0 mmol) of 1-bromo-4-iodobenzene and 5... Reactants: COc1ccc(C(=O)Nc2cc(NC(=O)c3cccc(OCC(=O)OC(C)(C)C)c3)ccc2C)cc1OC, ClCCl, O=C(O)C(F)(F)F. The product is COc1ccc(C(=O)Nc2cc(NC(=O)c3cccc(OCC(=O)O)c3)ccc2C)cc1OC. RXN SMILES: [C:8]([CH3:9])([CH3:10])([CH3:11])[O:12][C:13](=[O:14])[CH2:15][O:16][c:17]1[cH:18][c:19]([C:20](=[O:21])[NH:22][c:23]2[cH:24][cH:25][c:26]([CH3:42])[c:27]([NH:29][C:30]([c:31]3[cH:32][c:33]([O:39][CH3:40])[c:34]([O:37][CH3:38])[cH:35][cH:36]3)=[O:41])[cH:28]2)[cH:43][cH:44][cH:45]1.[CH2:46]([Cl:47])[Cl:48].[OH:1][C:2]([C:3]([F:4])([F:5])[F:6])=[O:7]>>[O:12]=[C:13]([OH:14])[CH2:15][O:16][c:17]1[cH:18][c:19]([C:20](=[O:21])[NH:22][c:23]2[cH:24][cH:25][c:26]([CH3:42])[c:27]([NH:29][C:30]([c:31]3[cH:32][c:33]([O:39][CH3:40])[c:34]([O:37][CH3:38])[cH:35][cH:36]3)=[O:41])[cH:28]2)[cH:43][cH:44][cH:45]1. Starting materials: Cc1sc2cc(OCCCCBr)ccc2c1-c1ccc(Br)cc1, CN(C)C=O, [H-], [Na+], c1c[nH]cn1. Reaction SMILES: [Br:1][CH2:2][CH2:3][CH2:4][CH2:5][O:6][c:7]1[cH:8][cH:9][c:10]2[c:11]([s:12][c:13]([CH3:22])[c:14]2-[c:15]2[cH:16][cH:17][c:18]([Br:21])[cH:19][cH:20]2)[cH:23]1.[CH3:31][N:32]([CH3:33])[CH:34]=[O:35].[H-:29].[Na+:30].[nH:24]1[cH:25][n:26][cH:27][cH:28]1>>[CH2:2]([CH2:3][CH2:4][CH2:5][O:6][c:7]1[cH:8][cH:9][c:10]2[c:11]([s:12][c:13]([CH3:22])[c:14]2-[c:15]2[cH:16][cH:17][c:18]([Br:21])[cH:19][cH:20]2)[cH:23]1)[n:24]1[cH:25][n:26][cH:27][cH:28]1. The product is Cc1sc2cc(OCCCCn3ccnc3)ccc2c1-c1ccc(Br)cc1. Reactants: CC(C)C(NC(=O)OCC1c2ccccc2-c2ccccc21)C(=O)O, CCCCCCCCCCCCCCCCC(O)C(=O)OCc1ccccc1, CN(C)c1ccncc1, C(=NC1CCCCC1)=NC1CCCCC1, ClCCl. Product: CCCCCCCCCCCCCCCCC(OC(=O)C(NC(=O)OCC1c2ccccc2-c2ccccc21)C(C)C)C(=O)OCc1ccccc1. Reaction SMILES: [C:29](=[O:30])([O:31][CH2:32][CH:33]1[c:34]2[cH:35][cH:36][cH:37][cH:38][c:39]2-[c:40]2[cH:41][cH:42][cH:43][cH:44][c:45]21)[NH:46][CH:47]([CH:48]([CH3:49])[CH3:50])[C:51](=[O:52])[OH:53].[CH2:1]([c:2]1[cH:3][cH:4][cH:5][cH:6][cH:7]1)[O:8][C:9]([CH:10]([CH2:11][CH2:12][CH2:13][CH2:14][CH2:15][CH2:16][CH2:17][CH2:18][CH2:19][CH2:20][CH2:21][CH2:22][CH2:23][CH2:24][CH2:25][CH3:26])[OH:27])=[O:28].[CH3:69][N:70]([c:71]1[cH:72][cH:73][n:74][cH:75][cH:76]1)[CH3:77].[CH:54]1([N:55]=[C:56]=[N:57][CH:58]2[CH2:59][CH2:60][CH2:61][CH2:62][CH2:63]2)[CH2:64][CH2:65][CH2:66][CH2:67][CH2:68]1.[Cl:78][CH2:79][Cl:80]>>[CH2:1]([c:2]1[cH:3][cH:4][cH:5][cH:6][cH:7]1)[O:8][C:9]([CH:10]([CH2:11][CH2:12][CH2:13][CH2:14][CH2:15][CH2:16][CH2:17][CH2:18][CH2:19][CH2:20][CH2:21][CH2:22][CH2:23][CH2:24][CH2:25][CH3:26])[O:27][C:51]([CH:47]([NH:46][C:29](=[O:30])[O:31][CH2:32][CH:33]1[c:34]2[cH:35][cH:36][cH:37][cH:38][c:39]2-[c:40]2[cH:41][cH:42][cH:43][cH:44][c:45]21)[CH:48]([CH3:49])[CH3:50])=[O:52])=[O:28]. The reactants are Cc1cc(Cc2ccc(Br)cc2)sc1C, CN(C)C=O, COc1ccc(C(=O)O)cc1C1CCCC1, O=C(Cl)C(=O)Cl. The product is COc1ccc(C(=O)c2c(Cc3ccc(Br)cc3)sc(C)c2C)cc1C1CCCC1. As a reaction SMILES: [Br:28][c:29]1[cH:30][cH:31][c:32]([CH2:33][c:34]2[s:35][c:36]([CH3:40])[c:37]([CH3:39])[cH:38]2)[cH:41][cH:42]1.[CH3:23][N:24]([CH3:25])[CH:26]=[O:27].[CH:1]1([c:6]2[cH:7][c:8]([C:9](=[O:10])[OH:11])[cH:12][cH:13][c:14]2[O:15][CH3:16])[CH2:2][CH2:3][CH2:4][CH2:5]1.[Cl:17][C:18]([C:19]([Cl:20])=[O:21])=[O:22]>>[CH:1]1([c:6]2[cH:7][c:8]([C:9](=[O:11])[c:38]3[c:34]([CH2:33][c:32]4[cH:31][cH:30][c:29]([Br:28])[cH:42][cH:41]4)[s:35][c:36]([CH3:40])[c:37]3[CH3:39])[cH:12][cH:13][c:14]2[O:15][CH3:16])[CH2:2][CH2:3][CH2:4][CH2:5]1. The reactants are O=C(c1cccc(C(F)(F)F)c1Cl)N1CCn2c(Br)nnc2C1, COCCOC, [Na+], [Na+], O=C([O-])[O-], O, OB(O)c1ccccc1, Cl[Pd]Cl, c1ccc(P(c2ccccc2)c2ccccc2)cc1, c1ccc(P(c2ccccc2)c2ccccc2)cc1. Product: O=C(c1cccc(C(F)(F)F)c1Cl)N1CCn2c(nnc2-c2ccccc2)C1. Reaction SMILES: [Br:1][c:2]1[n:3][n:4][c:5]2[n:6]1[CH2:7][CH2:8][N:9]([C:11](=[O:12])[c:13]1[c:14]([Cl:23])[c:15]([C:19]([F:20])([F:21])[F:22])[cH:16][cH:17][cH:18]1)[CH2:10]2.[CH3:39][O:40][CH2:41][CH2:42][O:43][CH3:44].[Na+:24].[Na+:25].[O-:26][C:27](=[O:28])[O-:29].[OH2:45].[OH:30][B:31]([OH:32])[c:33]1[cH:34][cH:35][cH:36][cH:37][cH:38]1.[Pd:46]([Cl:47])[Cl:48].[c:49]1([P:50]([c:51]2[cH:52][cH:53][cH:54][cH:55][cH:56]2)[c:57]2[cH:58][cH:59][cH:60][cH:61][cH:62]2)[cH:63][cH:64][cH:65][cH:66][cH:67]1.[c:68]1([P:69]([c:70]2[cH:71][cH:72][cH:73][cH:74][cH:75]2)[c:76]2[cH:77][cH:78][cH:79][cH:80][cH:81]2)[cH:82][cH:83][cH:84][cH:85][cH:86]1>>[c:2]1(-[c:33]2[cH:34][cH:35][cH:36][cH:37][cH:38]2)[n:3][n:4][c:5]2[n:6]1[CH2:7][CH2:8][N:9]([C:11](=[O:12])[c:13]1[c:14]([Cl:23])[c:15]([C:19]([F:20])([F:21])[F:22])[cH:16][cH:17][cH:18]1)[CH2:10]2.